From a dataset of the Open Reaction Database (ORD), a public repository of structured organic reaction records. describe an organic reaction: reactants, conditions, products, and yield The reactants are NC1=C(C=C2C(=C1)OCO2)CCNCCCN(CCCSC2=CC(=C(C=C2)OC)OC)C (N-[3-(2-(2-amino-4,5-methylenedioxy-phenyl)-ethylamino)-propyl]-N-[3-(3,4-dimethoxyphenylthio)-propyl]-methylamine), C(=O)(N1C=NC=C1)N1C=NC=C1 (carbonyldiimidazole). Solvent: C(C)#N (acetonitrile). The product is C1OC=2C(=CC3=C(CCN(C(N3)=O)CCCN(CCCSC3=CC(=C(C=C3)OC)OC)C)C2)O1 (N-[3-(7,8-Methylenedioxy-1,3,4,5-tetrahydro-2H-1,3-benzdiazepin-2-on-3-yl)-propyl]-N-[3-(3,4-dimethoxyphenylthio)-propyl]-methylamine). As a reaction SMILES: [NH2:1][C:2]1[CH:7]=[C:6]2[O:8][CH2:9][O:10][C:5]2=[CH:4][C:3]=1[CH2:11][CH2:12][NH:13][CH2:14][CH2:15][CH2:16][N:17]([CH3:32])[CH2:18][CH2:19][CH2:20][S:21][C:22]1[CH:27]=[CH:26][C:25]([O:28][CH3:29])=[C:24]([O:30][CH3:31])[CH:23]=1.[C:33](N1C=CN=C1)(N1C=CN=C1)=[O:34]>C(#N)C>[CH2:9]1[O:8][C:6]2=[CH:7][C:2]3[NH:1][C:33](=[O:34])[N:13]([CH2:14][CH2:15][CH2:16][N:17]([CH3:32])[CH2:18][CH2:19][CH2:20][S:21][C:22]4[CH:27]=[CH:26][C:25]([O:28][CH3:29])=[C:24]([O:30][CH3:31])[CH:23]=4)[CH2:12][CH2:11][C:3]=3[CH:4]=[C:5]2[O:10]1. Reported procedure: The title compound is prepared from N-[3-(2-(2-amino-4,5-methylenedioxy-phenyl)-ethylamino)-propyl]-N-[3-(3,4-dimethoxyphenylthio)-propyl]-methylamine and carbonyldiimidazole in acetonitrile analogously to Example 56. The reactants are N1(CCOCC1)C=1N=C(NC(C1)=O)CC(=O)[O-].[Na+] (sodium [4-(morpholin-4-yl)-6-oxo-1,6-dihydropyrimidin-2-yl]acetate), CC1NC2=CC=CC=C2C1 (2-methyl-2,3-dihydro-1H-indole), Cl.CN(CCCN=C=NCC)C (N-[3-(dimethylamino)propyl]-N′-ethylcarbodiimide hydrochloride). The solvent is N1=CC=CC=C1 (pyridine), CN(C=O)C (N,N-dimethylformamide). Yields the product CC1N(C2=CC=CC=C2C1)C(CC1=NC(=CC(N1)=O)N1CCOCC1)=O (2-[2-(2-methyl-2,3-dihydro-1H-indol-1-yl)-2-oxoethyl]-6-(morpholin-4-yl)pyrimidin-4(3H)-one). The yield is 59.0%. RXN SMILES: [N:1]1([C:7]2[N:8]=[C:9]([CH2:14][C:15]([O-:17])=O)[NH:10][C:11](=[O:13])[CH:12]=2)[CH2:6][CH2:5][O:4][CH2:3][CH2:2]1.[Na+].[CH3:19][CH:20]1[CH2:28][C:27]2[C:22](=[CH:23][CH:24]=[CH:25][CH:26]=2)[NH:21]1.Cl.CN(C)CCCN=C=NCC>N1C=CC=CC=1.CN(C)C=O>[CH3:19][CH:20]1[CH2:28][C:27]2[C:22](=[CH:23][CH:24]=[CH:25][CH:26]=2)[N:21]1[C:15](=[O:17])[CH2:14][C:9]1[NH:10][C:11](=[O:13])[CH:12]=[C:7]([N:1]2[CH2:2][CH2:3][O:4][CH2:5][CH2:6]2)[N:8]=1 |f:0.1,3.4|. Procedure details: The product is prepared according to the procedure described in example 5, using 500 mg of sodium [4-(morpholin-4-yl)-6-oxo-1,6-dihydropyrimidin-2-yl]acetate, 510 mg of 2-methyl-2,3-dihydro-1H-indole, and 487 mg of N-[3-(dimethylamino)propyl]-N′-ethylcarbodiimide hydrochloride in a mixture of 0.308 ml of pyridine and 8 ml of N,N-dimethylformamide. 400 mg of 2-[2-(2-methyl-2,3-dihydro-1H-indol-1-yl)-2-oxoethyl]-6-(morpholin-4-yl)pyrimidin-4(3H)-one are obtained in the form of a white powder, the ... The reactants are O=C1NC(=O)C2(CCc3cc(C(=O)O)ccc3C2)N1, ClCCCl, CCN(C(C)C)C(C)C, NC1N=C(c2ccccc2)c2ccccc2N(CC(F)(F)F)C1=O, CN(C)C=O, On1nnc2ccccc21. Yields the product O=C1NC(=O)C2(CCc3cc(C(=O)NC4N=C(c5ccccc5)c5ccccc5N(CC(F)(F)F)C4=O)ccc3C2)N1. As a reaction SMILES: [C:25](=[O:26])([OH:27])[c:28]1[cH:29][c:30]2[c:41]([cH:42][cH:43]1)[CH2:40][C:33]1([CH2:32][CH2:31]2)[NH:34][C:35](=[O:39])[NH:36][C:37]1=[O:38].[CH2:44]([Cl:45])[CH2:46][Cl:47].[CH:58]([N:59]([CH2:60][CH3:61])[CH:62]([CH3:63])[CH3:64])([CH3:65])[CH3:66].[NH2:1][CH:2]1[C:3](=[O:24])[N:4]([CH2:19][C:20]([F:21])([F:22])[F:23])[c:5]2[c:6]([cH:15][cH:16][cH:17][cH:18]2)[C:7]([c:9]2[cH:10][cH:11][cH:12][cH:13][cH:14]2)=[N:8]1.[O:67]=[CH:68][N:69]([CH3:70])[CH3:71].[OH:48][n:49]1[c:50]2[c:51]([cH:52][cH:53][cH:54][cH:55]2)[n:56][n:57]1>>[NH:1]([CH:2]1[C:3](=[O:24])[N:4]([CH2:19][C:20]([F:21])([F:22])[F:23])[c:5]2[c:6]([cH:15][cH:16][cH:17][cH:18]2)[C:7]([c:9]2[cH:10][cH:11][cH:12][cH:13][cH:14]2)=[N:8]1)[C:25](=[O:26])[c:28]1[cH:29][c:30]2[c:41]([cH:42][cH:43]1)[CH2:40][C:33]1([CH2:32][CH2:31]2)[NH:34][C:35](=[O:39])[NH:36][C:37]1=[O:38]. The reactants are FC(C(=O)O)(F)F.FC(C(=O)O)(F)F.FC(C(=O)O)(F)F.ClC=1C=NC=2NC=3C=NC=C(CCC4=C(C=CC(NC1N2)=C4)NC(CC4CCNCC4)=O)C3 (N-[6-chloro-2,4,8,18,22-pentaazatetracyclo[14.3.1.1(3,7).1(9,13)]docosa-1(20),3(22),4,6,9(21),10,12,16,18-nonaen-12-yl]-2-piperidin-4-ylacetamide tris(trifluoroacetate)), O1C(=CC=C1)S(=O)(=O)Cl (furan-2-sulfonyl chloride). Product: FC(C(=O)O)(F)F.FC(C(=O)O)(F)F.ClC=1C=NC=2NC=3C=NC=C(CCC4=C(C=CC(NC1N2)=C4)NC(CC4CCN(CC4)S(=O)(=O)C=4OC=CC4)=O)C3 (N-[6-Chloro-2,4,8,18,22-pentaazatetracyclo[14.3.1.1(3,7).1(9,13)]docosa-1(20),3(22),4,6,9(21),10,12,16,18-nonaen-12-yl]-2-[1-(2-furylsulfonyl)piperidin-4-yl]acetamide bis(trifluoroacetate)). Yield: 8.0%. As a reaction SMILES: [F:1][C:2]([F:7])([F:6])[C:3]([OH:5])=[O:4].[F:8][C:9]([F:14])([F:13])[C:10]([OH:12])=[O:11].FC(F)(F)C(O)=O.[Cl:22][C:23]1[CH:24]=[N:25][C:26]2[NH:27][C:28]3[CH:29]=[N:30][CH:31]=[C:32]([CH:54]=3)[CH2:33][CH2:34][C:35]3[CH:43]=[C:39]([NH:40][C:41]=1[N:42]=2)[CH:38]=[CH:37][C:36]=3[NH:44][C:45](=[O:53])[CH2:46][CH:47]1[CH2:52][CH2:51][NH:50][CH2:49][CH2:48]1.[O:55]1[CH:59]=[CH:58][CH:57]=[C:56]1[S:60](Cl)(=[O:62])=[O:61]>>[F:1][C:2]([F:7])([F:6])[C:3]([OH:5])=[O:4].[F:8][C:9]([F:14])([F:13])[C:10]([OH:12])=[O:11].[Cl:22][C:23]1[CH:24]=[N:25][C:26]2[NH:27][C:28]3[CH:29]=[N:30][CH:31]=[C:32]([CH:54]=3)[CH2:33][CH2:34][C:35]3[CH:43]=[C:39]([NH:40][C:41]=1[N:42]=2)[CH:38]=[CH:37][C:36]=3[NH:44][C:45](=[O:53])[CH2:46][CH:47]1[CH2:52][CH2:51][N:50]([S:60]([C:56]2[O:55][CH:59]=[CH:58][CH:57]=2)(=[O:62])=[O:61])[CH2:49][CH2:48]1 |f:0.1.2.3,5.6.7|. Procedure: The desired compound was prepared according to the procedure of Example A42 using N-[6-chloro-2,4,8,18,22-pentaazatetracyclo[14.3.1.1(3,7).1(9,13)]docosa-1(20),3(22),4,6,9(21),10,12,16,18-nonaen-12-yl]-2-piperidin-4-ylacetamide tris(trifluoroacetate) and furan-2-sulfonyl chloride as starting materials in 8% yield. LCMS for C28H29ClN7O4S (M+H)+: m/z=594.2. Starting materials: ClC=1C=[N+](C=C(C1C[C@@H](C1=CC(=C(C=C1)OC)OC)OC(C1=C(C=C(C=C1)NC(=O)OC(C)(C)C)F)=O)Cl)[O-] ([(1S)-2-(3,5-dichloro-1-oxidopyridin-1-ium-4-yl)-1-(3,4-dimethoxyphenyl)ethyl]-4-(tert-butoxycarbonylamino)-2-fluorobenzoate), Cl (HCl), O1CCOCC1 (1,4-dioxane). Reaction conditions: time 3 hour. Yields the product ClC=1C=[N+](C=C(C1C[C@@H](C1=CC(=C(C=C1)OC)OC)OC(C1=C(C=C(C=C1)N)F)=O)Cl)[O-] ([(1S)-2-(3,5-dichloro-1-oxido-pyridin-1-ium-4-yl)-1-(3,4-dimethoxyphenyl)ethyl]-4-amino-2-fluoro-benzoate). The yield is 78.7%. RXN SMILES: [Cl:1][C:2]1[CH:3]=[N+:4]([O-:39])[CH:5]=[C:6]([Cl:38])[C:7]=1[CH2:8][C@H:9]([O:20][C:21](=[O:37])[C:22]1[CH:27]=[CH:26][C:25]([NH:28]C(OC(C)(C)C)=O)=[CH:24][C:23]=1[F:36])[C:10]1[CH:15]=[CH:14][C:13]([O:16][CH3:17])=[C:12]([O:18][CH3:19])[CH:11]=1.Cl.O1CCOCC1>>[Cl:1][C:2]1[CH:3]=[N+:4]([O-:39])[CH:5]=[C:6]([Cl:38])[C:7]=1[CH2:8][C@H:9]([O:20][C:21](=[O:37])[C:22]1[CH:27]=[CH:26][C:25]([NH2:28])=[CH:24][C:23]=1[F:36])[C:10]1[CH:15]=[CH:14][C:13]([O:16][CH3:17])=[C:12]([O:18][CH3:19])[CH:11]=1. Procedure: [(1S)-2-(3,5-dichloro-1-oxidopyridin-1-ium-4-yl)-1-(3,4-dimethoxyphenyl)ethyl]-4-(tert-butoxycarbonylamino)-2-fluorobenzoate (0.690 g, 1.19 mmol) was stirred in a 4N HCl in 1,4-dioxane solution (14.8 mL, 5.94 mmol). The reaction was stirred at room temperature for 3 hours. The solvent was removed in vacuo. The residue was purified by silica gel chromatography eluting sequentially with iso-hexane and 10% methanol in ethyl acetate to afford the title compound as a beige solid (0.451 g, 79%). The reactants are N#CC1(c2ccccc2)CCN(Cc2ccccc2)CC1, ClCc1ccccc1, Cl, OCCNCCO, CCOC(=O)C1(c2ccccc2)CCNCC1. Yields the product OCCN(CCO)Cc1ccccc1. As a reaction SMILES: [CH2:2]([N:3]1[CH2:4][CH2:5][C:6]([c:7]2[cH:8][cH:9][cH:10][cH:11][cH:12]2)([C:13]#[N:14])[CH2:15][CH2:16]1)[c:17]1[cH:18][cH:19][cH:20][cH:21][cH:22]1.[Cl:40][CH2:41][c:42]1[cH:43][cH:44][cH:45][cH:46][cH:47]1.[ClH:1].[OH:48][CH2:49][CH2:50][NH:51][CH2:52][CH2:53][OH:54].[c:23]1([C:29]2([C:30]([O:31][CH2:32][CH3:33])=[O:34])[CH2:35][CH2:36][NH:37][CH2:38][CH2:39]2)[cH:24][cH:25][cH:26][cH:27][cH:28]1>>[c:23]1([CH2:29][N:51]([CH2:50][CH2:49][OH:48])[CH2:52][CH2:53][OH:54])[cH:24][cH:25][cH:26][cH:27][cH:28]1. The reactants are CONC(OC)=O (methyl N-methoxycarbamate), [H-].[Na+] (sodium hydride), O (water), CC1=C(CBr)C=CC=C1C1=CC=CC=C1 (2-methyl-3-phenylbenzyl bromide). Run in CN(C=O)C (N,N-dimethylformamide). Conditions: time 3 hour. Yields the product CON(C(OC)=O)CC1=C(C(=CC=C1)C1=CC=CC=C1)C (methyl N-methoxy-N-(2-methyl-3-phenylbenzyl)carbamate). Isolated yield 50.6%. As a reaction SMILES: [CH3:1][O:2][NH:3][C:4](=[O:7])[O:5][CH3:6].[H-].[Na+].[CH3:10][C:11]1[C:18]([C:19]2[CH:24]=[CH:23][CH:22]=[CH:21][CH:20]=2)=[CH:17][CH:16]=[CH:15][C:12]=1[CH2:13]Br.O>CN(C)C=O>[CH3:1][O:2][N:3]([CH2:13][C:12]1[CH:15]=[CH:16][CH:17]=[C:18]([C:19]2[CH:24]=[CH:23][CH:22]=[CH:21][CH:20]=2)[C:11]=1[CH3:10])[C:4](=[O:7])[O:5][CH3:6] |f:1.2|. Procedure: 0.40 g of methyl N-methoxycarbamate in N,N-dimethylformamide (20 ml) was stirred together with 0.18 g of 60% sodium hydride at room temperature for 30 minutes. 1.00 g of 2-methyl-3-phenylbenzyl bromide was added dropwise at room temperature, and the resulting solution was stirred for 3 hours. After the reaction, the reaction solution was poured into water and extracted with ethyl acetate, and the organic layer was separated, dried over anhydrous magnesium sulfate and evaporated under reduced pre... The reactants are C(CCC)N1C(=C(C2=CC=CC=C12)C(=O)O)C(O)C1=CC=C(C=C1)C1=C(C=CC=C1)C=1N=NN(N1)C(C1=CC=CC=C1)(C1=CC=CC=C1)C1=CC=CC=C1 (1-butyl-2-{2'-[2-(triphenylmethyl)-2H-tetrazol-5-yl]-biphenyl-4-yl(hydroxy)methyl}-1H-indole-3-carboxylic acid). The reagents and catalysts are [Pd] (palladium on carbon). The solvent is C(C)(=O)O (acetic acid), C1CCOC1 (THF). Yields the product C(CCC)N1C(=C(C2=CC=CC=C12)C(=O)O)CC1=CC=C(C=C1)C1=C(C=CC=C1)C=1N=NNN1 (1-butyl-2-[2'-(2H-tetrazol-5-yl)biphenyl-4-ylmethyl]-1H-indole-3-carboxylic acid). Yield: 75.6%. As a reaction SMILES: [CH2:1]([N:5]1[C:13]2[C:8](=[CH:9][CH:10]=[CH:11][CH:12]=2)[C:7]([C:14]([OH:16])=[O:15])=[C:6]1[CH:17]([C:19]1[CH:24]=[CH:23][C:22]([C:25]2[CH:30]=[CH:29][CH:28]=[CH:27][C:26]=2[C:31]2[N:32]=[N:33][N:34](C(C3C=CC=CC=3)(C3C=CC=CC=3)C3C=CC=CC=3)[N:35]=2)=[CH:21][CH:20]=1)O)[CH2:2][CH2:3][CH3:4]>[Pd].C(O)(=O)C.C1COCC1>[CH2:1]([N:5]1[C:13]2[C:8](=[CH:9][CH:10]=[CH:11][CH:12]=2)[C:7]([C:14]([OH:16])=[O:15])=[C:6]1[CH2:17][C:19]1[CH:24]=[CH:23][C:22]([C:25]2[CH:30]=[CH:29][CH:28]=[CH:27][C:26]=2[C:31]2[N:32]=[N:33][NH:34][N:35]=2)=[CH:21][CH:20]=1)[CH2:2][CH2:3][CH3:4]. Reported procedure: A mixture of 1-butyl-2-{2'-[2-(triphenylmethyl)-2H-tetrazol-5-yl]-biphenyl-4-yl(hydroxy)methyl}-1H-indole-3-carboxylic acid (2.5 g, 3.52 mmol) and 10% palladium on carbon (1.2 g) in 20 mL of acetic acid and 80 mL of THF under a hydrogen atmosphere (200 psi) at 48° C. for approximately 48 hours. The mixture was then cooled, filtered and diluted with 500 mL of water. The mixture was extracted with 100 mL of ethyl acetate and the ethyl acetate layer was washed three times with water. The ethyl acet... Reactants: [BH4-], CC(C)(C)OC(=O)C(CCC(=O)O)NC(=O)OCC[Si](C)(C)C, C1CCOC1, CN1CCOCC1, CCOC(=O)Cl, [Na+], O. Yields the product CC(C)(C)OC(=O)C(CCCO)NC(=O)OCC[Si](C)(C)C. RXN SMILES: [BH4-:37].[C:7]([CH3:8])([CH3:9])([CH3:10])[O:11][C:12]([CH:13]([CH2:14][CH2:15][C:16](=[O:17])[OH:18])[NH:19][C:20](=[O:21])[O:22][CH2:23][CH2:24][Si:25]([CH3:26])([CH3:27])[CH3:28])=[O:29].[CH2:39]1[O:40][CH2:41][CH2:42][CH2:43]1.[CH3:30][N:31]1[CH2:32][CH2:33][O:34][CH2:35][CH2:36]1.[Cl:1][C:2]([O:3][CH2:4][CH3:5])=[O:6].[Na+:38].[OH2:44]>>[C:7]([CH3:8])([CH3:9])([CH3:10])[O:11][C:12]([CH:13]([CH2:14][CH2:15][CH2:16][OH:17])[NH:19][C:20](=[O:21])[O:22][CH2:23][CH2:24][Si:25]([CH3:26])([CH3:27])[CH3:28])=[O:29]. Starting materials: Cl (hydrochloride), C([O-])(O)=O.[Na+] (sodium bicarbonate), NC1[C@@H]2N(C(=C(CS2)C)C(=O)OC)C1=O (methyl 7-amino-3-methyl3-cephem-4-carboxylate). Product: Cl.NC1[C@@H]2N(C(=C(CS2)C)C(=O)OC)C1=O (Methyl 7-amino-3-methyl-3-cephem-4-carboxylate hydrochloride). RXN SMILES: [ClH:1].C(=O)(O)[O-].[Na+].[NH2:7][CH:8]1[C:20](=[O:21])[N:10]2[C:11]([C:16]([O:18][CH3:19])=[O:17])=[C:12]([CH3:15])[CH2:13][S:14][C@H:9]12>>[ClH:1].[NH2:7][CH:8]1[C:20](=[O:21])[N:10]2[C:11]([C:16]([O:18][CH3:19])=[O:17])=[C:12]([CH3:15])[CH2:13][S:14][C@H:9]12 |f:1.2,4.5|. Procedure: The corresponding free amine was prepared by adjusting the pH of an aqueous solution of the prepared hydrochloride to 8.0 with sodium bicarbonate and extracting the solution with ethyl acetate. The ethyl acetate solution was dried over MgSO4 and evaporated to dryness to give a light yellow resinous product identified as methyl 7-amino-3-methyl3-cephem-4-carboxylate; nmr (CDCl3), 2.11 (s, 3, CH3), 2.54 (broad s, 2, NH2), 3.13 and 3.56 (ABq, 2, J = 18 Hz), 3.83 (s, 3, CH3 ester), 4.69 (d, 1, J = 4...